This data is from the Open Reaction Database (ORD), a public repository of structured organic reaction records. The task is: describe an organic reaction: reactants, conditions, products, and yield Starting materials: NC(=O)CBr, O=C([O-])[O-], COC(C)[Si](C)(C)C, ClCCl, Cc1ccc(F)cc1C1CC(=O)NC(c2cccc(Cl)c2)C12C(=O)Nc1cc(Cl)ccc12, [Cs+], [Cs+], CN(C)C=O, O=C(O)C(F)(F)F. Product: Cc1ccc(F)cc1C1CC(=O)N(CC(N)=O)C(c2cccc(Cl)c2)C12C(=O)Nc1cc(Cl)ccc12. Reaction SMILES: [Br:41][CH2:42][C:43](=[O:44])[NH2:45].[C:46](=[O:47])([O-:48])[O-:49].[CH3:1][O:2][CH:3]([Si:4]([CH3:5])([CH3:6])[CH3:7])[CH3:8].[Cl:64][CH2:65][Cl:66].[Cl:9][c:10]1[cH:11][cH:12][c:13]2[c:17]([cH:18]1)[NH:16][C:15](=[O:19])[C:14]21[CH:20]([c:34]2[cH:35][c:36]([Cl:40])[cH:37][cH:38][cH:39]2)[NH:21][C:22](=[O:33])[CH2:23][CH:24]1[c:25]1[c:26]([CH3:32])[cH:27][cH:28][c:29]([F:31])[cH:30]1.[Cs+:50].[Cs+:51].[O:52]=[CH:53][N:54]([CH3:55])[CH3:56].[OH:57][C:58]([C:59]([F:60])([F:61])[F:62])=[O:63]>>[Cl:9][c:10]1[cH:11][cH:12][c:13]2[c:17]([cH:18]1)[NH:16][C:15](=[O:19])[C:14]21[CH:20]([c:34]2[cH:35][c:36]([Cl:40])[cH:37][cH:38][cH:39]2)[N:21]([CH2:42][C:43](=[O:44])[NH2:45])[C:22](=[O:33])[CH2:23][CH:24]1[c:25]1[c:26]([CH3:32])[cH:27][cH:28][c:29]([F:31])[cH:30]1. Starting materials: ClC1=C(C(=NC(=C1C(=O)OC)C(F)(F)Cl)C(F)(F)F)C(=O)OCC (3-Ethyl 5-methyl 4-chloro-6-(chlorodifluoromethyl)-2-(trifluoromethyl)-3,5-pyridinedicarboxylate), [Na] (sodium), [Na] (sodium), C1CCOC1 (THF), [Na] (sodium), FC(CO)(F)F (2,2,2-trifluoroethanol). Solvent: O (H2O). Conditions: time 4 hour. Yields the product ClC(C1=C(C(=C(C(=N1)C(F)(F)F)C(=O)OCC)OCC(F)(F)F)C(=O)OC)(F)F (3-Ethyl 5-methyl 6-(chlorodifluoromethyl)-4-(2,2,2-trifluoroethoxy)-2-(trifluoromethyl)-3,5-pyridinedicarboxylate). The yield is 94.6%. As a reaction SMILES: C1COCC1.[Na].[F:7][C:8]([F:12])([F:11])[CH2:9][OH:10].Cl[C:14]1[C:19]([C:20]([O:22][CH3:23])=[O:21])=[C:18]([C:24]([Cl:27])([F:26])[F:25])[N:17]=[C:16]([C:28]([F:31])([F:30])[F:29])[C:15]=1[C:32]([O:34][CH2:35][CH3:36])=[O:33]>O>[Cl:27][C:24]([F:25])([F:26])[C:18]1[N:17]=[C:16]([C:28]([F:31])([F:29])[F:30])[C:15]([C:32]([O:34][CH2:35][CH3:36])=[O:33])=[C:14]([O:10][CH2:9][C:8]([F:12])([F:11])[F:7])[C:19]=1[C:20]([O:22][CH3:23])=[O:21] |^1:5|. Reported procedure: To 100 ml of dry THF was added 0.29 g (0.013 mol) of sodium metal. To this mixture 1.28 g (0.013 mol) of 2,2,2-trifluoroethanol was added dropwise. The solution was stirred under N2 until all of the sodium metal had been consumed. Then 5.0 g (0.0126 mol) of product of Example 28 was added to the sodium salt solution and the reaction mixture was allowed to stir at room temperature for 4 hours. The reaction mixture was poured into 100 ml of H2O, and extracted with diethyl ether. The ether phase wa... The reactants are C(C)(=O)OC(=C(CCCCCCC)Br)Br (1,2-dibromononen-1-yl acetate), BrBr (Bromine), BrBr (Bromine), BrBr (bromine), CO (methyl alcohol). Solvent: O (water), C(Cl)(Cl)(Cl)Cl (carbon tetrachloride), C(Cl)(Cl)(Cl)Cl (carbon tetrachloride). Conditions: time 2 day. Yields the product COC(C(CCCCCCC)Br)OC (2-bromo-nonanal dimethyl acetal). Reaction SMILES: BrBr.[C:3]([O:6][C:7](Br)=[C:8]([Br:16])[CH2:9][CH2:10][CH2:11][CH2:12][CH2:13][CH2:14][CH3:15])(=O)C.[CH3:18][OH:19]>C(Cl)(Cl)(Cl)Cl.O>[CH3:3][O:6][CH:7]([O:19][CH3:18])[CH:8]([Br:16])[CH2:9][CH2:10][CH2:11][CH2:12][CH2:13][CH2:14][CH3:15]. Procedure: The oil is mixed with 200 ml of carbon tetrachloride and cooled in an ice bath. Bromine, diluted with an equal volume of carbon tetrachloride, is added slowly with agitation while maintaining the temperature below 10°C. Bromine addition is stopped when the bromine is no longer decolorized. To the brominated mixture, containing 1,2-dibromononen-1-yl acetate, is added 500 ml of methyl alcohol with shaking and cooling. The mixture is allowed to stand two days with occasional shaking and then dilute... Reactants: FC1=C(N)C=CC(=C1)SC(C(F)F)(F)F (2-fluoro-4-(1,1,2,2-tetrafluoroethylthio)aniline), C(=O)(Cl)Cl.C1(=CC=CC=C1)C (phosgen toluene). Product: FC1=C(C=CC(=C1)SC(C(F)F)(F)F)N=C=O (2-fluoro-4-(1,1,2,2-tetrafluoroethylthio)phenyl isocyanate). As a reaction SMILES: [F:1][C:2]1[CH:8]=[C:7]([S:9][C:10]([F:15])([F:14])[CH:11]([F:13])[F:12])[CH:6]=[CH:5][C:3]=1[NH2:4].[C:16](Cl)(Cl)=[O:17].C1(C)C=CC=CC=1>>[F:1][C:2]1[CH:8]=[C:7]([S:9][C:10]([F:15])([F:14])[CH:11]([F:12])[F:13])[CH:6]=[CH:5][C:3]=1[N:4]=[C:16]=[O:17] |f:1.2|. Procedure: To 140 ml of 4% phosgen-toluene solution was added 3.6 g of 2-fluoro-4-(1,1,2,2-tetrafluoroethylthio)aniline, and the mixture was heated under reflux for 3 hours. After the conclusion of the reaction, the reaction mixture was concentrated to dryness under reduced pressure to give 2-fluoro-4-(1,1,2,2-tetrafluoroethylthio)phenyl isocyanate as an oily material. The oily material was dissolved in 50 ml of xylene, and 1.5 g of 2,6-difluorobenzamide was added to the solution, followed by heating under... Reactants: C(C)(C)C=1C(NC(N2C1SCCC2)=O)=O (9-isopropyl-3,4-dihydro-2H,6H-pyrimido[6,1-b][1,3]thiazine-6,8(7H)-dione), C([O-])([O-])=O.[K+].[K+] (potassium carbonate), BrCCCCCl (1-bromo-4-chlorobutane). Solvent: CN(C=O)C (N,N-dimethylformamide). Conditions: temperature 60 celsius, time 2 hour. The product is ClCCCCN1C(N2C(SCCC2)=C(C1=O)C(C)C)=O (7-(4-chlorobutyl)-9-isopropyl-3,4-dihydro-2H,6H-pyrimido[6,1-b][1,3]thiazine-6,8(7H)-dione). Reaction SMILES: [CH:1]([C:4]1[C:5](=[O:15])[NH:6][C:7](=[O:14])[N:8]2[CH2:13][CH2:12][CH2:11][S:10][C:9]=12)([CH3:3])[CH3:2].C(=O)([O-])[O-].[K+].[K+].Br[CH2:23][CH2:24][CH2:25][CH2:26][Cl:27]>CN(C)C=O>[Cl:27][CH2:26][CH2:25][CH2:24][CH2:23][N:6]1[C:5](=[O:15])[C:4]([CH:1]([CH3:3])[CH3:2])=[C:9]2[S:10][CH2:11][CH2:12][CH2:13][N:8]2[C:7]1=[O:14] |f:1.2.3|. Procedure details: To a suspension of 1.81 g (8 mmol) of 9-isopropyl-3,4-dihydro-2H,6H-pyrimido[6,1-b][1,3]thiazine-6,8(7H)-dione and 1.77 g (12.8 mmol) of potassium carbonate in 30 ml of N,N-dimethylformamide, 1.84 ml (16 mmol) of 1-bromo-4-chlorobutane was added at room temperature, followed by stirring at 60° C. for 2 hours and then at 100° C. for 3 hours. After cooling, the reaction mixture was concentrated to dryness. The residue was dissolved in dichloromethane-water; the organic layer was washed with water ... Reactants: C(/C1=CC=CC=C1)=C\1/N=C(NC1=O)C1=C(C=CC=C1)F ((Z)-4-benzylidene-2-(2-fluorophenyl)-1H-imidazol-5(4H)-one), C(\C=C\C1=CC=CC=C1)=O (trans-cinnamaldehyde). Run at time 72 hour. The product is C(C1=CC=CC=C1)C1C(C2=C(NC(=N2)C2=C(C=CC=C2)F)OC1=O)C1=CC=CC=C1 (6-benzyl-2-(2-fluorophenyl)-7-phenyl-6,7-dihydropyrano[2,3-d]imidazol-5(3H)-one). Yield: 65.0%. As a reaction SMILES: [CH:1](=[C:8]1/[N:9]=[C:10]([C:14]2[CH:19]=[CH:18][CH:17]=[CH:16][C:15]=2[F:20])[NH:11][C:12]/1=[O:13])/[C:2]1[CH:7]=[CH:6][CH:5]=[CH:4][CH:3]=1.[CH:21](=[O:30])/[CH:22]=[CH:23]/[C:24]1[CH:29]=[CH:28][CH:27]=[CH:26][CH:25]=1>>[CH2:23]([CH:22]1[C:21](=[O:30])[O:13][C:12]2[NH:11][C:10]([C:14]3[CH:19]=[CH:18][CH:17]=[CH:16][C:15]=3[F:20])=[N:9][C:8]=2[CH:1]1[C:2]1[CH:3]=[CH:4][CH:5]=[CH:6][CH:7]=1)[C:24]1[CH:29]=[CH:28][CH:27]=[CH:26][CH:25]=1. Procedure details: Prepared according to the general procedure using (Z)-4-benzylidene-2-(2-fluorophenyl)-1H-imidazol-5(4H)-one and trans-cinnamaldehyde. After 72 h, the unpurified residue was purified by flash chromatography using 15% EtOAc/hexanes to afford 5h as an off-white solid (78 mg, 65%). Analytical data for 5 h: 1H NMR (500 MHz, CDCl3) δ 9.32 (d, J=8.4 Hz, 1H), 8.21 (td, J=8.0, 1.9 Hz, 1H), 7.36-7.21 (m, 8H), 7.12-7.05 (m, 3H), 7.02-6.99 (m, 2H), 4.09 (d, J=6.8 Hz, 1H), 3.62 (ddd, J=10.2, 6.8, 4.6 Hz, 1H... Reactants: CC(C)=O, COC(C)(C)C, COc1ccccc1OCCNCC(O)COc1cccc2[nH]c3ccccc3c12, O=C(O)c1ccccc1. Yields the product COc1ccccc1OCCNCC(O)COc1cccc2[nH]c3ccccc3c12, O=C([O-])c1ccccc1. As a reaction SMILES: [CH3:1][C:2](=[O:3])[CH3:4].[CH3:44][O:45][C:46]([CH3:47])([CH3:48])[CH3:49].[CH3:5][O:6][c:7]1[cH:8][cH:9][cH:10][cH:11][c:12]1[O:13][CH2:14][CH2:15][NH:16][CH2:17][CH:18]([OH:19])[CH2:20][O:21][c:22]1[cH:23][cH:24][cH:25][c:26]2[nH:27][c:28]3[cH:29][cH:30][cH:31][cH:32][c:33]3[c:34]12.[OH:35][C:36](=[O:37])[c:38]1[cH:39][cH:40][cH:41][cH:42][cH:43]1>>[CH3:5][O:6][c:7]1[cH:8][cH:9][cH:10][cH:11][c:12]1[O:13][CH2:14][CH2:15][NH:16][CH2:17][CH:18]([OH:19])[CH2:20][O:21][c:22]1[cH:23][cH:24][cH:25][c:26]2[nH:27][c:28]3[cH:29][cH:30][cH:31][cH:32][c:33]3[c:34]12.[O:35]=[C:36]([O-:37])[c:38]1[cH:39][cH:40][cH:41][cH:42][cH:43]1.